This data is from the Open Reaction Database (ORD), a public repository of structured organic reaction records. The task is: describe an organic reaction: reactants, conditions, products, and yield Yields the product Cc1cc(C(F)(F)F)ccc1C#N. Reaction SMILES: [C:18](=[O:19])([O-:20])[O-:21].[CH3:2][c:3]1[c:4]([NH2:13])[cH:5][cH:6][c:7]([C:9]([F:10])([F:11])[F:12])[cH:8]1.[ClH:1].[Cu+2:38].[K+:22].[K+:23].[K:24][C:25]#[N:26].[N:14]([O-:15])=[O:16].[Na+:17].[OH2:27].[OH2:28].[OH2:29].[OH2:30].[OH2:31].[OH2:32].[S:33]([O-:34])([O-:35])(=[O:36])=[O:37]>>[CH3:2][c:3]1[c:4]([C:25]#[N:26])[cH:5][cH:6][c:7]([C:9]([F:10])([F:11])[F:12])[cH:8]1. Starting materials: O=C([O-])[O-], Cc1cc(C(F)(F)F)ccc1N, Cl, [Cu+2], [K+], [K+], N#C[K], O=N[O-], [Na+], O, O, O, O, O, O, O=S(=O)([O-])[O-]. The solvent is O1CCCC1 (tetrahydrofuran). Procedure details: A mixture of 46 g (0.23 mole) of 4-(aminomethyl)-1-methyl-4-piperidinol acetate [1:1] and 10.2 g (0.23 mole) of formamide was stirred at 160° C. until evolution of ammonia ceased (about 24 hr). The reaction mixture was dissolved in 150 ml of tetrahydrofuran and treated dropwise at reflux with 101 ml (1.01 mole) of 10M borane-methylsufide. Reflux was continued for 5.5 hr and the mixture was allowed to stand at room temperature over the weekend. Approximately 200 ml of methanol was added dropwise ... The product is C(C(=O)O)(=O)O.CN1CCC(CC1)(O)CNC (1-Methyl-4-[(methylamino)methyl]-4-piperidinol oxalate). Reaction SMILES: [C:1]([O:4][C:5]1([CH2:12][NH2:13])[CH2:10][CH2:9][N:8]([CH3:11])[CH2:7][CH2:6]1)(=[O:3])C.[CH:14](N)=[O:15].N.C[OH:19]>O1CCCC1>[C:14]([OH:15])(=[O:19])[C:1]([OH:4])=[O:3].[CH3:11][N:8]1[CH2:7][CH2:6][C:5]([CH2:12][NH:13][CH3:14])([OH:4])[CH2:10][CH2:9]1 |f:5.6|. Reaction conditions: time 5.5 hour. Reactants: borane-methylsufide, C(C)(=O)OC1(CCN(CC1)C)CN (4-(aminomethyl)-1-methyl-4-piperidinol acetate), C(=O)N (formamide), CO (methanol), N (ammonia).